From a dataset of the Open Reaction Database (ORD), a public repository of structured organic reaction records. describe an organic reaction: reactants, conditions, products, and yield Starting materials: C(C)C=1C(=CC2=C(OCO2)C1)C(CC)SCC(=O)OCC (ethyl [{1-(6-ethyl-1,3-benzodioxol-5-yl)-1-propyl}thio]acetate), [OH-].[Na+] (sodium hydroxide). Solvent: O (water), C(C)O (ethanol). The product is C(C)C=1C(=CC2=C(OCO2)C1)C(CC)SCC(=O)O ([{1-(6-Ethyl-1,3-benzodioxol-5-yl)-1-propyl}thio]acetic acid). Isolated yield 77.0%. RXN SMILES: [CH2:1]([C:3]1[C:4]([CH:12]([S:15][CH2:16][C:17]([O:19]CC)=[O:18])[CH2:13][CH3:14])=[CH:5][C:6]2[O:10][CH2:9][O:8][C:7]=2[CH:11]=1)[CH3:2].[OH-].[Na+]>O.C(O)C>[CH2:1]([C:3]1[C:4]([CH:12]([S:15][CH2:16][C:17]([OH:19])=[O:18])[CH2:13][CH3:14])=[CH:5][C:6]2[O:10][CH2:9][O:8][C:7]=2[CH:11]=1)[CH3:2] |f:1.2|. Procedure details: 4.0 g of ethyl [{1-(6-ethyl-1,3-benzodioxol-5-yl)-1-propyl}thio]acetate and 2.6 g of sodium hydroxide were dissolved in a mixture of 20 ml of water and 20 ml of ethanol. The solution was heated under reflux for 2 h. Ethanol was distilled off and the residue was washed with ether. The aqueous layer was acidified and extracted with chloroform. The extract was washed with water, dried over magnesium sulfate and concentrated under reduced pressure. The residue was purified according to silica gel co... Starting materials: COS(=O)(=O)[O-].C[N+](CCN(C1=CC=C(C=C1)[N+](=O)[O-])C)(C)C (N,N,N-trimethyl-2-[methyl(4-nitrophenyl)-amino]ethanaminium methylsulfate), [H][H] (hydrogen). The reagents and catalysts are [Pd] (Pd/C). Solvent: O (water). Run at time 2 hour. Product: COS(=O)(=O)[O-].NC1=CC=C(C=C1)N(CC[N+](C)(C)C)C (2-[(4-aminophenyl)(methyl)amino]-N,N,N-trimethylethanaminium methylsulfate). As a reaction SMILES: [CH3:1][O:2][S:3]([O-:6])(=[O:5])=[O:4].[CH3:7][N+:8]([CH3:23])([CH3:22])[CH2:9][CH2:10][N:11]([CH3:21])[C:12]1[CH:17]=[CH:16][C:15]([N+:18]([O-])=O)=[CH:14][CH:13]=1.[H][H]>O.[Pd]>[CH3:1][O:2][S:3]([O-:6])(=[O:5])=[O:4].[NH2:18][C:15]1[CH:14]=[CH:13][C:12]([N:11]([CH3:21])[CH2:10][CH2:9][N+:8]([CH3:23])([CH3:22])[CH3:7])=[CH:17][CH:16]=1 |f:0.1,5.6|. Procedure details: 10 g (28.6 mmol) of the compound from Step 9.2 was dissolved in 80 mL of water and hydrogenated in the presence of 1 g of Pd/C (10%) under 9 bar of hydrogen pressure. After 2 hours, the catalyst was filtered off and the filtrate was evaporated to dryness. This gave 9.3 g (99.6% of the theoretical) of a brown oil. Starting materials: C(C)(=O)OCC1=C(OC=C1)C(=O)C=1N(C2=CC(=CC=C2C1N)Cl)C(=O)OCC (2-(3-acetoxymethyl-2-furoyl)-3-amino-6-chloro-1-(ethoxycarbonyl)indole), C(C(C)C)(=O)Cl (isobutyryl chloride). Yields the product C(C)(=O)OCC1=C(OC=C1)C(=O)C=1N(C2=CC(=CC=C2C1NC(C(C)C)=O)Cl)C(=O)OCC (2-(3-Acetoxymethyl-2-furoyl)-6-chloro-1-ethoxycarbonyl-3-(isobutyrylamino)indole). RXN SMILES: [C:1]([O:4][CH2:5][C:6]1[CH:10]=[CH:9][O:8][C:7]=1[C:11]([C:13]1[N:14]([C:24]([O:26][CH2:27][CH3:28])=[O:25])[C:15]2[C:20]([C:21]=1[NH2:22])=[CH:19][CH:18]=[C:17]([Cl:23])[CH:16]=2)=[O:12])(=[O:3])[CH3:2].[C:29](Cl)(=[O:33])[CH:30]([CH3:32])[CH3:31]>>[C:1]([O:4][CH2:5][C:6]1[CH:10]=[CH:9][O:8][C:7]=1[C:11]([C:13]1[N:14]([C:24]([O:26][CH2:27][CH3:28])=[O:25])[C:15]2[C:20]([C:21]=1[NH:22][C:29](=[O:33])[CH:30]([CH3:32])[CH3:31])=[CH:19][CH:18]=[C:17]([Cl:23])[CH:16]=2)=[O:12])(=[O:3])[CH3:2]. Procedure: The title compound was prepared according to the procedure described in step 1 of Example 2 employing 2-(3-acetoxymethyl-2-furoyl)-3-amino-6-chloro-1-(ethoxycarbonyl)indole (step 1) and isobutyryl chloride. The reactants are CN(C1=C(C=NC=C1)C(C(=O)OCC)=C)C (ethyl 2-(4-dimethylamino-3-pyridyl)propenoate). Reagents/catalysts: [Pd] (palladium/charcoal). Solvent: C(C)O (ethanol). The product is CN(C1=C(C=NC=C1)C(C(=O)OCC)C)C (ethyl 2-(4-dimethylamino-3-pyridyl)propanoate). Isolated yield 85.3%. RXN SMILES: [CH3:1][N:2]([CH3:16])[C:3]1[CH:8]=[CH:7][N:6]=[CH:5][C:4]=1[C:9](=[CH2:15])[C:10]([O:12][CH2:13][CH3:14])=[O:11]>C(O)C.[Pd]>[CH3:16][N:2]([CH3:1])[C:3]1[CH:8]=[CH:7][N:6]=[CH:5][C:4]=1[CH:9]([CH3:15])[C:10]([O:12][CH2:13][CH3:14])=[O:11]. Procedure: To a solution of the product of step (iii) (3.6 g) in absolute ethanol (100 ml) was added 5% palladium/charcoal catalyst, and the mixture hydrogenated at ambient temperature and pressure until the theoretical volume of hydrogen had been consumed. The catalyst was removed by filtration through celite and the filtrate evaporated to yield ethyl 2-(4-dimethylamino-3-pyridyl)propanoate as a pale yellow oil (3.1 g) NMR (d6DMSO): δ1.15 (3H,t); 2.65 (2H,t); 2.8 (6H,s); 2.9 (2H,t); 4.05 (2H,q); 6.8 (2H,d... The reactants are S1C2=C(C=C1)C(=CC=C2)N2C(CN(CC2)C(=O)OC(C)(C)C)C (tert-butyl 4-benzo[b]thiophen-4-yl-3-methylpiperazin-1-carboxylate), FC(C(=O)O)(F)F (trifluoroacetic acid), C(Cl)Cl (methylene chloride). Conditions: time 1 hour. Product: Cl.Cl.S1C2=C(C=C1)C(=CC=C2)N2C(CNCC2)C (1-benzo[b]thiophen-4-yl-2-methylpiperazine dihydrochloride). Reaction SMILES: [S:1]1[CH:5]=[CH:4][C:3]2[C:6]([N:10]3[CH2:15][CH2:14][N:13](C(OC(C)(C)C)=O)[CH2:12][CH:11]3[CH3:23])=[CH:7][CH:8]=[CH:9][C:2]1=2.FC(F)(F)C(O)=O.C(Cl)[Cl:32]>>[ClH:32].[ClH:32].[S:1]1[CH:5]=[CH:4][C:3]2[C:6]([N:10]3[CH2:15][CH2:14][NH:13][CH2:12][CH:11]3[CH3:23])=[CH:7][CH:8]=[CH:9][C:2]1=2 |f:3.4.5|. Procedure: A solution of 1.22 g (3.7 mmol) of tert-butyl 4-benzo[b]thiophen-4-yl-3-methylpiperazin-1-carboxylate in methylene chloride (12 ml) was added to trifluoroacetic acid (6 ml), and the mixture was stirred at room temperature for 1 hour. The reaction mixture was concentrated under reduced pressure, then an aqueous solution of 5% potassium carbonate was added to the residue and the resulting mixture was extracted with methylene chloride. The organic phase was dried over magnesium sulfate and concentr...